The task is: describe an organic reaction: reactants, conditions, products, and yield. This data is from the Open Reaction Database (ORD), a public repository of structured organic reaction records. The reactants are CC1(C)C(=O)Nc2c(F)cc(Br)cc21, CC(C)(C)OC(=O)n1cccc1B(O)O, C1CCOC1, CCOC(C)=O, [F-], [K+]. Yields the product CC(C)(C)OC(=O)n1cccc1-c1cc(F)c2c(c1)C(C)(C)C(=O)N2. RXN SMILES: [Br:1][c:2]1[cH:3][c:4]2[c:8]([c:9]([F:11])[cH:10]1)[NH:7][C:6](=[O:12])[C:5]2([CH3:13])[CH3:14].[C:15]([CH3:16])([CH3:17])([CH3:18])[O:19][C:20](=[O:21])[n:22]1[c:23]([B:27]([OH:28])[OH:29])[cH:24][cH:25][cH:26]1.[CH2:32]1[O:33][CH2:34][CH2:35][CH2:36]1.[CH3:37][CH2:38][O:39][C:40]([CH3:41])=[O:42].[F-:30].[K+:31]>>[c:2]1(-[c:23]2[n:22]([C:20]([O:19][C:15]([CH3:16])([CH3:17])[CH3:18])=[O:21])[cH:26][cH:25][cH:24]2)[cH:3][c:4]2[c:8]([c:9]([F:11])[cH:10]1)[NH:7][C:6](=[O:12])[C:5]2([CH3:13])[CH3:14]. The reactants are C(C)OC(C(C)SC1=CN=C(S1)NC(=O)N(C1=CC(=CC=C1)C(N)=O)CC1CCCC1)=O ({2-[3-cyclopentylmethyl-3-(3-carbamoyl-phenyl)-ureido]-thiazol-5-ylsulfanyl}-propionic acid ethyl ester), C(C)OC(C(C)SC1=CN=C(S1)N)=O ((2-amino-thiazol-5-ylsulfanyl) propionic acid ethyl ester), C1(CCCC1)CN(C(NC=1SC=C(N1)CC(=O)O)=O)C1=CC=C(C=C1)S(=O)(=O)C ({2-[3-cyclopentylmethyl-3-(4-methanesulfonyl-phenyl)-ureido]-thiazol-4-yl}-acetic acid), C1(CCCC1)CNC=1C=C(C(=O)N)C=CC1 (3-(cyclopentylmethyl-amino)-benzamide). Yields the product C(N)(=O)C=1C=C(C=CC1)N(C(NC=1SC(=CN1)SCCC(=O)O)=O)CC1CCCC1 (3-{2-[3-(3-Carbamoyl-phenyl)-3-cyclopentylmethyl-ureido]-thiazol-5-ylsulfanyl}-propionic acid). RXN SMILES: C(OC(=O)C([S:7][C:8]1[S:12][C:11]([NH:13][C:14]([N:16]([CH2:26][CH:27]2[CH2:31][CH2:30][CH2:29][CH2:28]2)[C:17]2[CH:22]=[CH:21][CH:20]=[C:19]([C:23](=[O:25])[NH2:24])[CH:18]=2)=[O:15])=[N:10][CH:9]=1)C)C.C1(CN(C2C=CC(S(C)(=O)=O)=CC=2)C(=O)NC2SC=[C:45]([CH2:47][C:48]([OH:50])=[O:49])N=2)CCCC1.C1(CNC2C=C(C=CC=2)C(N)=O)CCCC1.C(OC(=O)C(SC1SC(N)=NC=1)C)C>>[C:23]([C:19]1[CH:18]=[C:17]([N:16]([CH2:26][CH:27]2[CH2:28][CH2:29][CH2:30][CH2:31]2)[C:14](=[O:15])[NH:13][C:11]2[S:12][C:8]([S:7][CH2:45][CH2:47][C:48]([OH:50])=[O:49])=[CH:9][N:10]=2)[CH:22]=[CH:21][CH:20]=1)(=[O:25])[NH2:24]. Procedure details: The title compound was prepared via {2-[3-cyclopentylmethyl-3-(3-carbamoyl-phenyl)-ureido]-thiazol-5-ylsulfanyl}-propionic acid ethyl ester in a similar manner as described for the synthesis of {2-[3-cyclopentylmethyl-3-(4-methanesulfonyl-phenyl)-ureido]-thiazol-4-yl}-acetic acid, using 3-(cyclopentylmethyl-amino)-benzamide and (2-amino-thiazol-5-ylsulfanyl) propionic acid ethyl ester Solvent: C(C)OCC (diethyl ether), C(C)OCC (diethyl ether), O1CCCC1 (tetrahydrofuran). As a reaction SMILES: [NH:1]1[CH:5]=[CH:4][C:3]([C:6]2[CH:12]=[CH:11][CH:10]=[CH:9][C:7]=2[NH2:8])=[N:2]1.C(=O)([O-])[O-].[K+].[K+].[Cl:19][CH2:20][C:21](Cl)=O>O1CCCC1.C(OCC)C>[Cl:19][CH2:20][C:21]1[N:2]2[N:1]=[CH:5][CH:4]=[C:3]2[C:6]2[CH:12]=[CH:11][CH:10]=[CH:9][C:7]=2[N:8]=1 |f:1.2.3|. The reactants are ClCC(=O)Cl (chloroacetyl chloride), ClCC(=O)Cl (chloroacetyl chloride), N1N=C(C=C1)C1=C(N)C=CC=C1 (2-(1H-pyrazol-3-yl)aniline), C([O-])([O-])=O.[K+].[K+] (potassium carbonate). Product: ClCC1=NC=2C=CC=CC2C=2N1N=CC2 (5-(chloromethyl)-pyrazolo[1,5-c]quinazoline). Run at temperature 5 celsius, time 10 minute. Reported procedure: 2.1. 8.6 g of 2-(1H-pyrazol-3-yl)aniline are dissolved in 800 ml of tetrahydrofuran. 75.3 g of potassium carbonate are added thereto, the mixture is cooled to 5° C. and then a solution of 6.7 ml of chloroacetyl chloride in 40 ml of diethyl ether is added dropwise thereto within 10 min. The mixture is stirred at 5° C. for 30 min. and then a solution of 0.67 ml of chloroacetyl chloride in 5 ml of diethyl ether is again added dropwise thereto. The mixture is stirred for a further 15 min. and then t... The reactants are N=1C2=C(NC(C1)=O)C=1C=CC=CC1C2=O (9H-Indeno[1,2-b]pyrazine-3,9(4H)-dione), [BH4-].[Na+] (sodium borohydride). Yields the product OC1C=2C=CC=CC2C=2NC(C=NC21)=O (9-Hydroxy-9H-indeno[1,2-b]pyrazin-3(4H)-one). Yield: 104.7%. Reaction SMILES: [N:1]1[C:2]2[C:14](=[O:15])[C:13]3[CH:12]=[CH:11][CH:10]=[CH:9][C:8]=3[C:3]=2[NH:4][C:5](=[O:7])[CH:6]=1.[BH4-].[Na+]>>[OH:15][CH:14]1[C:2]2[N:1]=[CH:6][C:5](=[O:7])[NH:4][C:3]=2[C:8]2[CH:9]=[CH:10][CH:11]=[CH:12][C:13]1=2 |f:1.2|. Procedure: 9H-Indeno[1,2-b]pyrazine-3,9(4H)-dione (5.0 g, 25.23 mmol) was reduced with sodium borohydride (1.72 g, 45.5 mmol) as described in example 11. Yield 5.29 g (96%) of the title compound. M.p. 251°-253° C. 1H-NMR (DMSO-d6, δ): 5.32 (d, 1H), 5.92 (d, 1H), 7.47 (m, 2H), 7.64 (m, 1H), 7.8 (m, 1H), 7.9 (s, 1H), 12.5 (s, 1H). Reactants: [Na] (sodium), [OH-].[Na+] (NaOH), C(C1=CC=CC=C1)S (benzyl mercaptan), CS(=O)(=O)O[C@@H]1[C@]2(C)[C@@H](CC1)[C@@H]1CCC3=CC(C=C[C@]3(C)[C@H]1CC2)=O (17β-methanesulfonyloxy-1,4-androstadiene-3-one). Run in C(C)O (ethanol). Product: C(C1=CC=CC=C1)S[C@H]1[C@]2(C)[C@@H](CC1)[C@@H]1CCC3=CC(C=C[C@]3(C)[C@H]1CC2)=O (17α-Benzylthio-1,4-Androstadiene-3-One). Reaction SMILES: [Na].[CH2:2]([SH:9])[C:3]1[CH:8]=[CH:7][CH:6]=[CH:5][CH:4]=1.CS(O[C@H:15]1[CH2:20][CH2:19][C@H:18]2[C@H:21]3[C@H:31]([CH2:32][CH2:33][C@:16]12[CH3:17])[C@:29]1([CH3:30])[C:24](=[CH:25][C:26](=[O:34])[CH:27]=[CH:28]1)[CH2:23][CH2:22]3)(=O)=O.[OH-].[Na+]>C(O)C>[CH2:2]([S:9][C@@H:15]1[CH2:20][CH2:19][C@H:18]2[C@H:21]3[C@H:31]([CH2:32][CH2:33][C@:16]12[CH3:17])[C@:29]1([CH3:30])[C:24](=[CH:25][C:26](=[O:34])[CH:27]=[CH:28]1)[CH2:23][CH2:22]3)[C:3]1[CH:8]=[CH:7][CH:6]=[CH:5][CH:4]=1 |f:3.4,^1:0|. Reported procedure: To 2.25 gm. of sodium metal dissolved in 185 ml. of ethanol is added 8.2 ml. of benzyl mercaptan followed by 3 gm. of 17β-methanesulfonyloxy-1,4-androstadiene-3-one. The reactants are heated to reflux for 48 hours. Pour the reaction mixture into 5% NaOH solution and extract with ethyl acetate. Wash the ethyl acetate extracts with water, dry over Na2SO4, and evaporate to a residue. The residue is purified on a 300 gm. silica gel column eluting with chloroform/ethyl acetate (2:1) to obtain the tit... Starting materials: NC=1NC2=C(N1)C=CC=C2 (2-aminobenzimidazole), C(C)OC(C(C(=O)OCC)=COCC)=O (ethoxymethylene malonic acid diethyl ester). Solvent: CN(C)C=O (DMF). Yields the product OC1=C(C=NC2=NC3=C(N21)C=CC=C3)C(=O)OCC (4-Hydroxypyrimido[1,2-a]benzimidazole-3-carboxylic acid, ethyl ester). As a reaction SMILES: [NH2:1][C:2]1[NH:3][C:4]2[CH:10]=[CH:9][CH:8]=[CH:7][C:5]=2[N:6]=1.[CH2:11]([O:13][C:14](=[O:25])[C:15](=[CH:21]OCC)[C:16](OCC)=[O:17])[CH3:12]>CN(C=O)C>[OH:17][C:16]1[N:6]2[C:2](=[N:3][C:4]3[CH:10]=[CH:9][CH:8]=[CH:7][C:5]=32)[N:1]=[CH:21][C:15]=1[C:14]([O:13][CH2:11][CH3:12])=[O:25]. Procedure details: 266 g. of 2-aminobenzimidazole (2 mol.) and 432 g. of ethoxymethylene malonic acid diethyl ester are heated with stirring in 3 liters of DMF at 80° for 3 hours. The solution is cooled to room temperature and then filtered off and the crystalline 4-hydroxypyrimido[1,2-a]-benzimidazole-3-carboxylic acid, ethyl ester is recrystallized from acetic acid, yield 490 g. (95%); m.p. 309°-310°.